Dataset: the Open Reaction Database (ORD), a public repository of structured organic reaction records. Task: describe an organic reaction: reactants, conditions, products, and yield The reactants are O.Cl.N1CCC(CC1)=O (4-piperidone hydrochloride monohydrate), NC1=CC=CC=C1 (aniline), C(C)(=O)O (acetic acid). Reagents/catalysts: [Zn] (zinc). Run in O (water). Run at time 25 hour. The product is N(C1=CC=CC=C1)C1CCNCC1 (4-anilinopiperidine). Reaction SMILES: O.Cl.[NH:3]1[CH2:8][CH2:7][C:6](=O)[CH2:5][CH2:4]1.[NH2:10][C:11]1[CH:16]=[CH:15][CH:14]=[CH:13][CH:12]=1.C(O)(=O)C>[Zn].O>[NH:10]([CH:6]1[CH2:7][CH2:8][NH:3][CH2:4][CH2:5]1)[C:11]1[CH:16]=[CH:15][CH:14]=[CH:13][CH:12]=1 |f:0.1.2|. Reported procedure: To a mixture of 0.5 to 5.0 parts (w/w) of 4-piperidone hydrochloride monohydrate, preferably 1.00 to 3.00 parts (w/w) and 0.5 to 5.0 parts (w/w) of aniline, preferably 1.0 to 2.0 parts (w/w), 1 to 20 parts (w/w) of zinc preferably 4 to 12 parts (w/w) and 5 to 100 parts (w/w) of 90% acetic acid preferably 20 to 50 parts (w/w) were added and stirred at room temperature for 15 to 35 hrs, preferably 20 to 30 hrs, and then at 50 to 90° C., preferably at 65 to 80° C. for 15 to 35 hrs, preferably 20 to... Starting materials: COC(=O)C=1SC=CC1NC(C(F)(F)F)=O (3-(2,2,2-Trifluoroacetylamino)thiophene-2-carboxylic acid methyl ester), CC1OCCC1=O (2-methyldihydrofuran-3-one). Yields the product COC(=O)C=1SC(=CC1NC(C(F)(F)F)=O)C1(C(OCC1)C)O (5-(3-Hydroxy-2-methyltetrahydrofuran-3-yl)-3-(2,2,2-trifluoroacetylamino)thiophene-2-carboxylic acid methyl ester). As a reaction SMILES: [CH3:1][O:2][C:3]([C:5]1[S:6][CH:7]=[CH:8][C:9]=1[NH:10][C:11](=[O:16])[C:12]([F:15])([F:14])[F:13])=[O:4].[CH3:17][CH:18]1[C:22](=[O:23])[CH2:21][CH2:20][O:19]1>>[CH3:1][O:2][C:3]([C:5]1[S:6][C:7]([C:22]2([OH:23])[CH2:21][CH2:20][O:19][CH:18]2[CH3:17])=[CH:8][C:9]=1[NH:10][C:11](=[O:16])[C:12]([F:13])([F:14])[F:15])=[O:4]. Reported procedure: 3-(2,2,2-Trifluoroacetylamino)thiophene-2-carboxylic acid methyl ester and 2-methyldihydrofuran-3-one were reacted by method M. The product with the molecular weight of 353.32 (C13H14F3NO5S) was obtained in this way; MS (ESI): 354 (M+H+).